This data is from the Open Reaction Database (ORD), a public repository of structured organic reaction records. The task is: describe an organic reaction: reactants, conditions, products, and yield Starting materials: C[C@H]1C(NC(N1)=O)=O ((S)-5-methylimidazolidine-2,4-dione), COC1=CC=C(CCl)C=C1 (4-methoxybenzyl chloride). Product: COC1=CC=C(CN2C(N[C@H](C2=O)C)=O)C=C1 ((S)-3-(4-methoxybenzyl)-5-methylimidazolidine-2,4-dione). RXN SMILES: [CH3:1][C@@H:2]1[NH:6][C:5](=[O:7])[NH:4][C:3]1=[O:8].[CH3:9][O:10][C:11]1[CH:18]=[CH:17][C:14]([CH2:15]Cl)=[CH:13][CH:12]=1>>[CH3:9][O:10][C:11]1[CH:18]=[CH:17][C:14]([CH2:15][N:4]2[C:3](=[O:8])[C@H:2]([CH3:1])[NH:6][C:5]2=[O:7])=[CH:13][CH:12]=1. Procedure details: Using (S)-5-methylimidazolidine-2,4-dione (2.00 g) and 4-methoxybenzyl chloride (2.85 mL) and by the reaction and treatment in the same manner as in Preparation Example 51, the title compound (3.13 g) was obtained.